Dataset: the Open Reaction Database (ORD), a public repository of structured organic reaction records. Task: describe an organic reaction: reactants, conditions, products, and yield Starting materials: FC=1C=C(C(=O)NC2=CC=C(C3=CC=CC=C23)OC2=NC(=NC=C2)S(=O)(=O)C)C=C(C1)N1CCCCC1 (3-fluoro-N-[4-(2-methanesulfonyl-pyrimidin-4-yloxy)-naphthalen-1-yl]-5-piperidin-1-yl-benzamide), C(C)(C)NC (N-isopropylmethylamine). Yields the product FC=1C=C(C(=O)NC2=CC=C(C3=CC=CC=C23)OC2=NC(=NC=C2)N(C)C(C)C)C=C(C1)N1CCCCC1 (3-Fluoro-N-[4-({2-[isopropyl(methyl)amino]pyrimidin-4-yl}oxy)-1-naphthyl]-5-piperidin-1-ylbenzamide). Reaction SMILES: [F:1][C:2]1[CH:3]=[C:4]([CH:29]=[C:30]([N:32]2[CH2:37][CH2:36][CH2:35][CH2:34][CH2:33]2)[CH:31]=1)[C:5]([NH:7][C:8]1[C:17]2[C:12](=[CH:13][CH:14]=[CH:15][CH:16]=2)[C:11]([O:18][C:19]2[CH:24]=[CH:23][N:22]=[C:21](S(C)(=O)=O)[N:20]=2)=[CH:10][CH:9]=1)=[O:6].[CH:38]([NH:41][CH3:42])([CH3:40])[CH3:39]>>[F:1][C:2]1[CH:3]=[C:4]([CH:29]=[C:30]([N:32]2[CH2:37][CH2:36][CH2:35][CH2:34][CH2:33]2)[CH:31]=1)[C:5]([NH:7][C:8]1[C:17]2[C:12](=[CH:13][CH:14]=[CH:15][CH:16]=2)[C:11]([O:18][C:19]2[CH:24]=[CH:23][N:22]=[C:21]([N:41]([CH:38]([CH3:40])[CH3:39])[CH3:42])[N:20]=2)=[CH:10][CH:9]=1)=[O:6]. Procedure: Compound is prepared from 3-fluoro-N-[4-(2-methanesulfonyl-pyrimidin-4-yloxy)-naphthalen-1-yl]-5-piperidin-1-yl-benzamide and N-isopropylmethylamine according to conditions described in general procedure C. Mp: 102-104° C.; 1H NMR (400 MHz, DMSO-d6) δ 0.94 (bs, 6 H), 1.58 (s, 6 H), 2.70 (bs, 1 H), 3.26-3.31 (m, 7 H), 6.19 (d, J=6.0 Hz, 1 H), 6.96 (d, J=12.4 Hz, 1 H), 7.15 (d, J=8.8 Hz, 1 H), 7.40 (d, J=8.0 Hz, 1 H), 7.46 (s, 1 H), 7.51-7.62 (m, 3 H), 7.82 (d, J=7.6 Hz, 1 H), 7.97 (d, J=8.0 Hz, 1... The reactants are Cl (HCl), [OH-].[Na+] (NaOH), CO (methanol), C(C)OC(=O)C1=C(SC=C1C=CC1=C(C=C(C=C1)C(C)C)Cl)N1C(C2=CC=CC=C2C1=O)=O (4-[2-(2-chloro-4-isopropylphenyl)vinyl]-2-(1,3-dioxo-1,3-dihydroisoindol-2-yl)-thiophene-3-carboxylic acid ethyl ester). The solvent is O (H2O), O (water). Yields the product ClC1=C(C=CC(=C1)C(C)C)C=CC=1C(=C(SC1)N1C(C2=CC=CC=C2C1=O)=O)C(=O)O (4-[2-(2-Chloro-4-isopropylphenyl)vinyl]-2-(1,3-dioxo-1,3-dihydroisoindol-2-yl)-thiophene-3-carboxylic acid). Reaction SMILES: [OH-].[Na+].CO.C([O:7][C:8]([C:10]1[C:14]([CH:15]=[CH:16][C:17]2[CH:22]=[CH:21][C:20]([CH:23]([CH3:25])[CH3:24])=[CH:19][C:18]=2[Cl:26])=[CH:13][S:12][C:11]=1[N:27]1[C:35](=[O:36])[C:34]2[C:29](=[CH:30][CH:31]=[CH:32][CH:33]=2)[C:28]1=[O:37])=[O:9])C.Cl>O>[Cl:26][C:18]1[CH:19]=[C:20]([CH:23]([CH3:25])[CH3:24])[CH:21]=[CH:22][C:17]=1[CH:16]=[CH:15][C:14]1[C:10]([C:8]([OH:9])=[O:7])=[C:11]([N:27]2[C:35](=[O:36])[C:34]3[C:29](=[CH:30][CH:31]=[CH:32][CH:33]=3)[C:28]2=[O:37])[S:12][CH:13]=1 |f:0.1|. Procedure details: To a solution of NaOH (1.4 mmol) in a 1:1 mixture of methanol:H2O (6 mL) is added 4-[2-(2-chloro-4-isopropylphenyl)vinyl]-2-(1,3-dioxo-1,3-dihydroisoindol-2-yl)-thiophene-3-carboxylic acid ethyl ester (0.7 mmol, Example 31, Part C). The mixture is heated to reflux for 90 min, then diluted with water (12 mL), chilled in an ice bath, and acidified with concentrated HCl. The product that precipitates is collected by filtration, washed with water, and dried, affording the desired compound. Starting materials: C(C(=O)Cl)(=O)Cl (oxalyl chloride), C(C1=CC=CC=C1)(=O)C1=CC=C(C(=O)N2CC3=C(CC2)C=CO3)C=C1 (6-(4-benzoylbenzoyl)-4,5,6,7-tetrahydrofuro[2,3-c]pyridine), O (water). The solvent is CN(C=O)C (N,N-dimethylformamide), CN(C=O)C (N,N-dimethylformamide). Reaction conditions: time 15 minute. Product: C(C1=CC=CC=C1)(=O)C1=CC=C(C(=O)N2CC3=C(CC2)C=C(O3)C=O)C=C1 (6-(4-benzoylbenzoyl)-4,5,6,7-tetrahydrofuro[2,3-c]pyridine-2-carbaldehyde). As a reaction SMILES: [C:1](Cl)(=[O:5])[C:2](Cl)=[O:3].[C:7]([C:15]1[CH:31]=[CH:30][C:18]([C:19]([N:21]2[CH2:26][CH2:25][C:24]3[CH:27]=CO[C:23]=3[CH2:22]2)=[O:20])=[CH:17][CH:16]=1)(=[O:14])[C:8]1[CH:13]=[CH:12][CH:11]=[CH:10][CH:9]=1.O>CN(C)C=O>[C:7]([C:15]1[CH:31]=[CH:30][C:18]([C:19]([N:21]2[CH2:26][CH2:25][C:24]3[CH:27]=[C:2]([CH:1]=[O:5])[O:3][C:23]=3[CH2:22]2)=[O:20])=[CH:17][CH:16]=1)(=[O:14])[C:8]1[CH:9]=[CH:10][CH:11]=[CH:12][CH:13]=1. Procedure details: To 30 ml of N,N-dimethylformamide, 0.20 ml (2.3 mmol) of oxalyl chloride was added at -78° C., followed by stirring at room temperature for 15 minutes. To this mixture, a solution of 0.684 g (2.064 mmol) of 6-(4-benzoylbenzoyl)-4,5,6,7-tetrahydrofuro[2,3-c]pyridine in 10 ml of N,N-dimethylformamide was added, followed by overnight stirring at room temperature. After water was added, the reaction mixture was extracted with ethyl acetate 3 times. The combined organic layer was dried over anhydrous... Starting materials: C(N)(=S)C1=CC=C(C(=O)NNC(=O)C2=CC=C(OCC(=O)OC)C=C2)C=C1 (Methyl 4-[3-(4-thiocarbamoylbenzoyl)carbazoyl]phenoxyacetate), IC (iodomethane), IC (iodomethane), IC (iodomethane). Run in CC(=O)C (acetone). Reaction conditions: time 4 hour. Yields the product CSC(=N)C1=CC=C(C(=O)NNC(=O)C2=CC=C(OCC(=O)OC)C=C2)C=C1 (methyl 4-[3-[4-(methylthio)carbonimidoylbenzoyl]carbazoyl]phenoxy-acetate). As a reaction SMILES: [C:1]([C:4]1[CH:27]=[CH:26][C:7]([C:8]([NH:10][NH:11][C:12]([C:14]2[CH:25]=[CH:24][C:17]([O:18][CH2:19][C:20]([O:22][CH3:23])=[O:21])=[CH:16][CH:15]=2)=[O:13])=[O:9])=[CH:6][CH:5]=1)(=[S:3])[NH2:2].I[CH3:29]>CC(C)=O>[CH3:29][S:3][C:1]([C:4]1[CH:5]=[CH:6][C:7]([C:8]([NH:10][NH:11][C:12]([C:14]2[CH:25]=[CH:24][C:17]([O:18][CH2:19][C:20]([O:22][CH3:23])=[O:21])=[CH:16][CH:15]=2)=[O:13])=[O:9])=[CH:26][CH:27]=1)=[NH:2]. Reported procedure: Methyl 4-[3-(4-thiocarbamoylbenzoyl)carbazoyl]phenoxyacetate (10.5 g) was suspended in acetone (1 L) and iodomethane (100 ml) was added. The reaction mixture was heated to 40°-45° C. with stirring for 4 hours and then cooled to ambient temperature before a further aliquot of iodomethane (20 ml) was added. The reaction mixture was stirred at ambient temperature overnight. A further aliquot of iodomethane (20 ml) was added and the reaction mixture was heated again to 40°-45° C. with stirring for 3... Reactants: Br[C@@H]1[C@H](C[C@@H]2CC[C@H]3[C@@H]4CC[C@H](C(C)=O)[C@]4(CC([C@@H]3[C@]2(C1)C)=O)C)O (2β-bromo-3α-hydroxy-5α-pregnane-11,20-dione), [Br-].[Li+] (lithium bromide), C([O-])([O-])=O.[Ca+2] (calcium carbonate). Solvent: CC(=O)N(C)C (dimethyl acetamide). Conditions: time 2 hour. Yields the product Br[C@H]1[C@H](C[C@@H]2CC[C@H]3[C@@H]4CC[C@H](C(C)=O)[C@]4(CC([C@@H]3[C@]2(C1)C)=O)C)O (2α-bromo-3α-hydroxy-5α-pregnane-11,20-dione). Isolated yield 2.1%. As a reaction SMILES: [Br:1][C@H:2]1[CH2:21][C@@:20]2([CH3:22])[C@@H:5]([CH2:6][CH2:7][C@@H:8]3[C@@H:19]2[C:18](=[O:23])[CH2:17][C@@:16]2([CH3:24])[C@H:9]3[CH2:10][CH2:11][C@@H:12]2[C:13](=[O:15])[CH3:14])[CH2:4][C@@H:3]1[OH:25].[Br-].[Li+].C(=O)([O-])[O-].[Ca+2]>CC(N(C)C)=O>[Br:1][C@@H:2]1[CH2:21][C@@:20]2([CH3:22])[C@@H:5]([CH2:6][CH2:7][C@@H:8]3[C@@H:19]2[C:18](=[O:23])[CH2:17][C@@:16]2([CH3:24])[C@H:9]3[CH2:10][CH2:11][C@@H:12]2[C:13](=[O:15])[CH3:14])[CH2:4][C@@H:3]1[OH:25] |f:1.2,3.4|. Procedure: A solution of 2β-bromo-3α-hydroxy-5α-pregnane-11,20-dione (2.5 g.) in dry dimethyl acetamide (70 ml.) was treated with lithium bromide (9.3 g.) and finely divided calcium carbonate (7.1 g.), and the mixture was stirred on a steam bath for 41/2 hr. The reaction mixture was cooled to room temperature, filtered, treated with 2N HCl to pH 4, and the product was extracted with methylene chloride. The extract was washed with water, dried (Na2SO4), and evaporated in vacuo. The residue (2.3 g.) was subj... The reactants are CCOCC, Cl, Nc1ccccc1, N#CN, C1COCCO1, O. Yields the product N=C(N)Nc1ccccc1. RXN SMILES: [CH3:19][CH2:20][O:21][CH2:22][CH3:23].[ClH:11].[NH2:1][c:2]1[cH:3][cH:4][cH:5][cH:6][cH:7]1.[NH2:8][C:9]#[N:10].[O:12]1[CH2:13][CH2:14][O:15][CH2:16][CH2:17]1.[OH2:18]>>[NH:1]([c:2]1[cH:3][cH:4][cH:5][cH:6][cH:7]1)[C:9](=[NH:8])[NH2:10].